describe an organic reaction: reactants, conditions, products, and yield From a dataset of the Open Reaction Database (ORD), a public repository of structured organic reaction records. The product is ClC=1C=C(C=C(C1)Cl)C1=CC(=NN1CC1=CC=C(C(=O)O)C=C1)C1=CC=C(C=C1)OC (4-{[5-(3,5-dichlorophenyl)-3-(4-methoxyphenyl)-1H-pyrazol-1-yl]methyl}benzoic acid). The reactants are ClC=1C=C(C=C(C1)Cl)C1=NN(C(=C1)C1=CC=C(C=C1)OC)CC1=CC=C(C(=O)OC)C=C1 (Methyl 4-{[3-(3,5-dichlorophenyl)-5-(4-methoxyphenyl)-1H-pyrazol-1-yl]methyl}benzoate), CO (methanol), [OH-].[Na+] (sodium hydroxide). Procedure details: To a solution of the intermediate from example 73 step C (Isomer B, 0.43 g, 0.92 mmol) in THF (30 mL) was added methanol (10 mL) followed by sodium hydroxide solution (2N, 2 mL, 4 mmol). The reaction was stirred at room temperature overnight. The reaction mixture was concentrated in vacuo to remove the organic solvents. The residue was acidified with 1N HCl until the pH was less than 2. The resulting solution was extracted with ethyl acetate (3×) dried over anhydrous Na2SO4, filtered and concent... Run at time 8 hour. RXN SMILES: [Cl:1][C:2]1[CH:3]=[C:4]([C:9]2[CH:13]=[C:12]([C:14]3[CH:19]=[CH:18][C:17]([O:20][CH3:21])=[CH:16][CH:15]=3)[N:11](CC3C=CC(C(OC)=O)=CC=3)[N:10]=2)[CH:5]=[C:6]([Cl:8])[CH:7]=1.[CH3:33][OH:34].[OH-:35].[Na+]>C1COCC1>[Cl:8][C:6]1[CH:5]=[C:4]([C:9]2[N:10]([CH2:9][C:4]3[CH:5]=[CH:6][C:7]([C:33]([OH:35])=[O:34])=[CH:2][CH:3]=3)[N:11]=[C:12]([C:14]3[CH:19]=[CH:18][C:17]([O:20][CH3:21])=[CH:16][CH:15]=3)[CH:13]=2)[CH:3]=[C:2]([Cl:1])[CH:7]=1 |f:2.3|. The solvent is C1CCOC1 (THF). Starting materials: CC1CNCCN1, CC#N, Cc1c(F)c(F)c(F)c2c1c(=O)c(C(=O)O)cn2C1CC1. The product is Cc1c(F)c(N2CCNC(C)C2)c(F)c2c1c(=O)c(C(=O)O)cn2C1CC1. Reaction SMILES: [CH3:22][CH:23]1[NH:24][CH2:25][CH2:26][NH:27][CH2:28]1.[CH3:29][C:30]#[N:31].[CH:1]1([n:4]2[cH:5][c:6]([C:19](=[O:20])[OH:21])[c:7](=[O:18])[c:8]3[c:9]([CH3:17])[c:10]([F:16])[c:11]([F:15])[c:12]([F:14])[c:13]23)[CH2:2][CH2:3]1>>[CH:1]1([n:4]2[cH:5][c:6]([C:19](=[O:20])[OH:21])[c:7](=[O:18])[c:8]3[c:9]([CH3:17])[c:10]([F:16])[c:11]([N:27]4[CH2:26][CH2:25][NH:24][CH:23]([CH3:22])[CH2:28]4)[c:12]([F:14])[c:13]23)[CH2:2][CH2:3]1. Reactants: S(O)(O)(=O)=O (sulfuric acid), O (water), [O-2].[Cr+6].[O-2].[O-2] (chromium (VI) oxide), CC1=CCC(C1(C)C)CC=O (α-campholenic aldehyde), reagent. Procedure details: A solution was made of α-campholenic aldehyde (200 g) in acetone (2 liters) and cooled to 0° C. Jones reagent was prepared from 115 ml conc. sulfuric acid, 500 ml water and 134 g of chromium (VI) oxide. The reagent (400 ml) was added to the solution at 0° C. over a period of 30 minutes. After an additional 15 minutes at 0° C. the acetone was removed by decantation and the residual chromium salts were washed with an additional 200 ml acetone. The combined acetone solution was concentrated to 1 li... Reaction conditions: temperature 0 celsius. Yields the product CC(=O)C.OS(=O)(=O)O.O=[Cr](=O)=O (Jones reagent), oil. Reaction SMILES: [CH3:1][C:2]1C(C)(C)C(CC=O)C[CH:3]=1.[S:12](=[O:16])(=[O:15])([OH:14])[OH:13].[OH2:17].[O-2:18].[Cr+6:19].[O-2:20].[O-2]>CC(C)=O>[CH3:1][C:2]([CH3:3])=[O:17].[OH:15][S:12]([OH:16])(=[O:14])=[O:13].[O:17]=[Cr:19](=[O:20])=[O:18] |f:3.4.5.6,8.9.10|. Run in CC(=O)C (acetone). The reactants are CCN(N)C(=O)OC(C)(C)C, CC(=O)O, CCn1c(C(=O)N(C2CC2)C2CC2)cc2c3c(ncn3C)c(NC(=CC(=O)C(OC)OC)SC)nc21. Product: CCN(NC(=CC(=O)C(OC)OC)Nc1nc2c(cc(C(=O)N(C3CC3)C3CC3)n2CC)c2c1ncn2C)C(=O)OC(C)(C)C. As a reaction SMILES: [CH2:37]([CH3:38])[N:39]([NH2:40])[C:41](=[O:42])[O:43][C:44]([CH3:45])([CH3:46])[CH3:47].[CH3:48][C:49](=[O:50])[OH:51].[CH:1]1([N:4]([C:5](=[O:6])[c:7]2[cH:8][c:9]3[c:10]([n:11][c:12]([NH:19][C:20](=[CH:21][C:22]([CH:23]([O:24][CH3:25])[O:26][CH3:27])=[O:28])[S:29][CH3:30])[c:13]4[c:14]3[n:15]([CH3:18])[cH:16][n:17]4)[n:31]2[CH2:32][CH3:33])[CH:34]2[CH2:35][CH2:36]2)[CH2:2][CH2:3]1>>[CH:1]1([N:4]([C:5](=[O:6])[c:7]2[cH:8][c:9]3[c:10]([n:11][c:12]([NH:19][C:20](=[CH:21][C:22]([CH:23]([O:24][CH3:25])[O:26][CH3:27])=[O:28])[NH:40][N:39]([CH2:37][CH3:38])[C:41](=[O:42])[O:43][C:44]([CH3:45])([CH3:46])[CH3:47])[c:13]4[c:14]3[n:15]([CH3:18])[cH:16][n:17]4)[n:31]2[CH2:32][CH3:33])[CH:34]2[CH2:35][CH2:36]2)[CH2:2][CH2:3]1.